From a dataset of the Open Reaction Database (ORD), a public repository of structured organic reaction records. describe an organic reaction: reactants, conditions, products, and yield Starting materials: C=1C(=[N+](C(=NC1N2CCCCC2)N)[O-])N.C(=O)([O-])C(O)C(O)C(=O)[O-] (minoxidil tartrate), C=1C(=[N+](C(=NC1N2CCCCC2)N)[O-])N (minoxidil). Solvent: O (water). Product: C(=O)([O-])C(O)C(O)C(=O)[O-] (tartrate), C=1C(=[N+](C(=NC1N2CCCCC2)N)[O-])N.C(=O)([O-])C(O)C(O)C(=O)[O-] (minoxidil tartrate). RXN SMILES: [CH:1]1[C:2]([NH2:15])=[N+:3]([O-:14])[C:4]([NH2:13])=[N:5][C:6]=1[N:7]1[CH2:12][CH2:11][CH2:10][CH2:9][CH2:8]1.[C:16]([CH:19]([CH:21]([C:23]([O-:25])=[O:24])[OH:22])[OH:20])([O-:18])=[O:17].C1C(N)=[N+]([O-])C(N)=NC=1N1CCCCC1>O>[C:16]([CH:19]([CH:21]([C:23]([O-:25])=[O:24])[OH:22])[OH:20])([O-:18])=[O:17].[CH:1]1[C:2]([NH2:15])=[N+:3]([O-:14])[C:4]([NH2:13])=[N:5][C:6]=1[N:7]1[CH2:12][CH2:11][CH2:10][CH2:9][CH2:8]1.[C:16]([CH:19]([CH:21]([C:23]([O-:25])=[O:24])[OH:22])[OH:20])([O-:18])=[O:17] |f:0.1,5.6|. Procedure: In this Example and Comparative Example, a solution of 0.5 weight % minoxidil tartrate in deionized water was prepared. The minoxidil tartrate solution contained a mixture of minoxidil ions and tartrate ions that were formed by dissociation of minoxidil tartrate in the solution. The minoxidil tartrate solution was injected into the component 12 in Example 5 and into the component 14 in Comparative Example 6. It is believed that the minoxidil tartrate solution was absorbed substantially uniformly...